Dataset: the Open Reaction Database (ORD), a public repository of structured organic reaction records. Task: describe an organic reaction: reactants, conditions, products, and yield Reactants: O1CCCC1 (tetrahydrofuran), CC(C)([O-])C.[K+] (potassium t-butoxide), (2-(1,3-dioxan)-2-yl)ethyl, [Br-].C1(=CC=CC=C1)[PH+](C1=CC=CC=C1)C1=CC=CC=C1 (triphenylphosphonium bromide), O1CCCC1 (tetrahydrofuran), C(CC)C1CCC(CC1)C1CCC(CC1)=O (4-(4-propylcyclohexyl)cyclohexanone). Run in CCOCC (ether). Run at time 1 hour. The product is 1-(2-(1,3-dioxan)-2-yl)ethylidene, C(CC)C1CCC(CC1)C1CCCCC1 (4-(4-propylcyclohexyl)cyclohexane). The yield is 56.0%. RXN SMILES: [Br-].C1([PH+](C2C=CC=CC=2)C2C=CC=CC=2)C=CC=CC=1.O1CCCC1.CC(C)([O-])C.[K+].[CH2:32]([CH:35]1[CH2:40][CH2:39][CH:38]([CH:41]2[CH2:46][CH2:45][C:44](=O)[CH2:43][CH2:42]2)[CH2:37][CH2:36]1)[CH2:33][CH3:34]>CCOCC>[CH2:32]([CH:35]1[CH2:40][CH2:39][CH:38]([CH:41]2[CH2:46][CH2:45][CH2:44][CH2:43][CH2:42]2)[CH2:37][CH2:36]1)[CH2:33][CH3:34] |f:0.1,3.4|. Reported procedure: Into a three-necked flask equipped with a dropping funnel, a three-way cock and a thermometer was placed (2-(1,3-dioxan)-2-yl)ethyl)triphenylphosphonium bromide (12.3 g, 27 mmols), followed by adding tetrahydrofuran (50 ml), suspending, stirring under ice cooling till the liquid temperature reached 10° C. The reaction mixture is added potassium t-butoxide (3.0 g, 27 mmols), followed by elevating the temperature up to room temperature under ice cooling for one hour, stirring for one hour, dropwis... Reactants: Cl.Cl.FC=1C=CC2=C(NC=3SC(=CC3C(=N2)N2C[C@@H](N(CC2)C)CCOC)CC)C1 ((S)-6-fluoro 10-[3-(2-methoxy-ethyl)-4-methyl-piperazin-1-yl]-2-ethyl-4H-3-thia-4,9-diaza-benzo[f]azulene dihydrochloride), Cl.FC=1C(=CC2=C(NC=3SC(=CC3C(=N2)N)C)C1)F (6,7-difluoro-2-methyl-4H-3-thia-4,9-diaza-benzo[f]azulen-10-ylamine hydrochloride), (S)-2-(2-methoxy)ethylpiperazine. Yields the product Cl.Cl.FC=1C(=CC2=C(NC=3SC(=CC3C(=N2)N2C[C@@H](N(CC2)C)CCOC)C)C1)F ((S)-6,7-Difluoro 10-[3-(2-methoxy-ethyl)-4-methyl-piperazin-1-yl]-2-methyl-4H-3-thia-4,9-diaza-benzo[f]azulene dihydrochloride). RXN SMILES: [ClH:1].Cl.[F:3][C:4]1[CH:5]=[CH:6][C:7]2[N:16]=[C:15]([N:17]3[CH2:22][CH2:21][N:20]([CH3:23])[C@@H:19]([CH2:24][CH2:25][O:26][CH3:27])[CH2:18]3)[C:14]3[CH:13]=[C:12]([CH2:28]C)[S:11][C:10]=3[NH:9][C:8]=2[CH:30]=1.Cl.[F:32]C1C(F)=CC2N=C(N)C3C=C(C)SC=3NC=2C=1>>[ClH:1].[ClH:1].[F:3][C:4]1[C:5]([F:32])=[CH:6][C:7]2[N:16]=[C:15]([N:17]3[CH2:22][CH2:21][N:20]([CH3:23])[C@@H:19]([CH2:24][CH2:25][O:26][CH3:27])[CH2:18]3)[C:14]3[CH:13]=[C:12]([CH3:28])[S:11][C:10]=3[NH:9][C:8]=2[CH:30]=1 |f:0.1.2,3.4,5.6.7|. Reported procedure: Using a method similar to the example (S)-6-fluoro 10-[3-(2-methoxy-ethyl)-4-methyl-piperazin-1-yl]-2-ethyl-4H-3-thia-4,9-diaza-benzo[f]azulene dihydrochloride, using 6,7-difluoro-2-methyl-4H-3-thia-4,9-diaza-benzo[f]azulen-10-ylamine hydrochloride and (S)-2-(2-methoxy)ethylpiperazine: 1H NMR (DMSO-d6): δ 11.7110 (2H, bs), 9.3793 (1H, bs), 7.3795 (1H, bs), 7.0701 (1H, bt), 6.6326 (1H, bs), 4.1000 (3H, bm), 3.6041 (3H, bs), 3.4347 (3H, bs), 3.2081 (3H, bs), 2.8371 (3H, bs), 2.3319 (3H, bs), 2.284... The reactants are C(C)OC(=O)N1C(C2=CC(=C(C=C2C=C1)O)OC)CC1=CC(=CC=C1)OCC (6-hydroxy-7-methoxy-1-(3-ethoxy-benzyl)-1H-isoquinoline-2-carboxylic acid ethyl ester), C([O-])([O-])=O.[K+].[K+] (potassium carbonate), BrCCCO (3-bromo-1-propanol). Solvent: CN(C=O)C (N,N-dimethylformamide). Conditions: temperature 85 celsius. Yields the product C(C)OC(=O)N1C(C2=CC(=C(C=C2C=C1)OCCCO)OC)CC1=CC(=CC=C1)OCC (6-(3-hydroxy-propoxy)-7-methoxy-1-(3-ethoxy-benzyl)-1H-isoquinoline-2-carboxylic acid ethyl ester). Yield: 31.0%. As a reaction SMILES: [CH2:1]([O:3][C:4]([N:6]1[CH:15]=[CH:14][C:13]2[C:8](=[CH:9][C:10]([O:17][CH3:18])=[C:11]([OH:16])[CH:12]=2)[CH:7]1[CH2:19][C:20]1[CH:25]=[CH:24][CH:23]=[C:22]([O:26][CH2:27][CH3:28])[CH:21]=1)=[O:5])[CH3:2].C(=O)([O-])[O-].[K+].[K+].Br[CH2:36][CH2:37][CH2:38][OH:39]>CN(C)C=O>[CH2:1]([O:3][C:4]([N:6]1[CH:15]=[CH:14][C:13]2[C:8](=[CH:9][C:10]([O:17][CH3:18])=[C:11]([O:16][CH2:36][CH2:37][CH2:38][OH:39])[CH:12]=2)[CH:7]1[CH2:19][C:20]1[CH:25]=[CH:24][CH:23]=[C:22]([O:26][CH2:27][CH3:28])[CH:21]=1)=[O:5])[CH3:2] |f:1.2.3|. Reported procedure: To a stirred solution of 6-hydroxy-7-methoxy-1-(3-ethoxy-benzyl)-1H-isoquinoline-2-carboxylic acid ethyl ester (737 mg, 1.92 mmol) in N,N-dimethylformamide (10 mL) was added potassium carbonate (2.6 g, 19.2 mmol) and 3-bromo-1-propanol (0.868 m]L, 9.62 mmol) at room temperature. The reaction mixture was heated 85° C. for 2 hrs. The solvent was evaporated and the residue was purified on a flash chromatography (Merck Silica gel 60, 70–230 mesh, 50% ethyl acetate/hexane) to afford product 6-(3-hydr... Starting materials: Cl, Cl[Cu], Cc1cc(F)c(N)cc1[N+](=O)[O-], O=N[O-], [Na+], O. Product: Cc1cc(F)c(Cl)cc1[N+](=O)[O-]. Reaction SMILES: [ClH:17].[Cu:19][Cl:20].[F:5][c:6]1[c:7]([NH2:8])[cH:9][c:10]([N+:14](=[O:15])[O-:16])[c:11]([CH3:13])[cH:12]1.[N:1]([O-:2])=[O:3].[Na+:4].[OH2:18]>>[F:5][c:6]1[c:7]([Cl:17])[cH:9][c:10]([N+:14](=[O:15])[O-:16])[c:11]([CH3:13])[cH:12]1. Product: BrC/C=C/CN1S(N(C2=C1C=CC=C2)C2=C(C=CC=C2)F)(=O)=O (1-[(2E)-4-bromobut-2-en-1-yl]-3-(2-fluorophenyl)-1,3-dihydro-2,1,3-benzothiadiazole 2,2-dioxide). As a reaction SMILES: [F:1][C:2]1[CH:7]=[CH:6][CH:5]=[CH:4][C:3]=1[N:8]1[C:12]2[CH:13]=[CH:14][CH:15]=[CH:16][C:11]=2[NH:10][S:9]1(=[O:18])=[O:17].C(=O)([O-])[O-].[Cs+].[Cs+].[Br:25][CH2:26]/[CH:27]=[CH:28]/[CH2:29]Br>>[Br:25][CH2:26]/[CH:27]=[CH:28]/[CH2:29][N:10]1[C:11]2[CH:16]=[CH:15][CH:14]=[CH:13][C:12]=2[N:8]([C:3]2[CH:4]=[CH:5][CH:6]=[CH:7][C:2]=2[F:1])[S:9]1(=[O:18])=[O:17] |f:1.2.3|. Reported procedure: In an analogous manner to general procedure IV, 1-(2-fluorophenyl)-1,3-dihydro-2,1,3-benzothiadiazole 2,2-dioxide (prepared in an analogous manner as described in general procedure I, 0.264 g, 1.0 mmol) was treated with cesium carbonate (0.49 g, 1.5 mmol) and (E)-1,4-dibromobut-2-ene (1.07 g, 5.0 mmol) to give 0.26 g of 1-[(2E)-4-bromobut-2-en-1-yl]-3-(2-fluorophenyl)-1,3-dihydro-2,1,3-benzothiadiazole 2,2-dioxide. Starting materials: FC1=C(C=CC=C1)N1S(NC2=C1C=CC=C2)(=O)=O (1-(2-fluorophenyl)-1,3-dihydro-2,1,3-benzothiadiazole 2,2-dioxide), C([O-])([O-])=O.[Cs+].[Cs+] (cesium carbonate), BrC\C=C\CBr ((E)-1,4-dibromobut-2-ene). Starting materials: CN1CCOCC1 (N-methylmorpholine), BrC1=CC(=C(C(=O)O)C=C1)S(=O)(=O)C (4-bromo-2-methanesulfonylbenzoic acid), Cl.C(C)C1=C(C=CC(=C1)C)N1CCNCC1 (1-(2-ethyl-4-methylphenyl)piperazine hydrochloride), O.[Cl-].COC1=NC(=NC(=N1)OC)[N+]1(CCOCC1)C (4-(4,6-dimethoxy[1.3.5]triazin-2-yl)-4-methylmorpholinium chloride hydrate). Solvent: CO (methanol), C(Cl)(Cl)Cl (chloroform). Reaction conditions: time 8 hour. Yields the product BrC1=CC(=C(C=C1)C(=O)N1CCN(CC1)C1=C(C=C(C=C1)C)CC)S(=O)(=O)C ((4-bromo-2-methanesulfonylphenyl)[4-(2-ethyl-4-methylphenyl)piperazin-1-yl]methanone). Yield: 98.1%. RXN SMILES: [Br:1][C:2]1[CH:10]=[CH:9][C:5]([C:6]([OH:8])=O)=[C:4]([S:11]([CH3:14])(=[O:13])=[O:12])[CH:3]=1.Cl.[CH2:16]([C:18]1[CH:23]=[C:22]([CH3:24])[CH:21]=[CH:20][C:19]=1[N:25]1[CH2:30][CH2:29][NH:28][CH2:27][CH2:26]1)[CH3:17].O.[Cl-].COC1N=C(OC)N=C([N+]2(C)CCOCC2)N=1.CN1CCOCC1>CO.C(Cl)(Cl)Cl>[Br:1][C:2]1[CH:10]=[CH:9][C:5]([C:6]([N:28]2[CH2:29][CH2:30][N:25]([C:19]3[CH:20]=[CH:21][C:22]([CH3:24])=[CH:23][C:18]=3[CH2:16][CH3:17])[CH2:26][CH2:27]2)=[O:8])=[C:4]([S:11]([CH3:14])(=[O:13])=[O:12])[CH:3]=1 |f:1.2,3.4.5|. Reported procedure: A mixture of 4-bromo-2-ethylaniline (1.4 mL), diisopropylethylamine (4.4 mL) and N,N-bis(2-chloroethyl)-4-methylbenzenesulfonamide (3 g) was refluxed for 5 hr. After cooling, the solvent was evaporated, and the residue was purified by column chromatography (chloroform) to give 1-(4-bromo-2-ethylphenyl)-4-(toluene-4-sulfonyl)piperazine (3 g). To a mixture of 1-(4-bromo-2-ethylphenyl)-4-(toluene-4-sulfonyl)piperazine (3 g), methylboronic acid (1.2 g), palladium acetate (112 mg), 2-dicyclohexylphos... The reactants are CC(=O)O, CCOC(=O)c1c(C)n(C2CC2)c2c(OC)c(F)c(F)c([N+](=O)[O-])c2c1=O, [Fe]. Product: CCOC(=O)c1c(C)n(C2CC2)c2c(OC)c(F)c(F)c(N)c2c1=O. As a reaction SMILES: [C:28]([OH:29])(=[O:30])[CH3:31].[CH:1]1([n:4]2[c:5]([CH3:27])[c:6]([C:22](=[O:23])[O:24][CH2:25][CH3:26])[c:7](=[O:21])[c:8]3[c:9]([N+:18]([O-:19])=[O:20])[c:10]([F:17])[c:11]([F:16])[c:12]([O:14][CH3:15])[c:13]23)[CH2:2][CH2:3]1.[Fe:32]>>[CH:1]1([n:4]2[c:5]([CH3:27])[c:6]([C:22](=[O:23])[O:24][CH2:25][CH3:26])[c:7](=[O:21])[c:8]3[c:9]([NH2:18])[c:10]([F:17])[c:11]([F:16])[c:12]([O:14][CH3:15])[c:13]23)[CH2:2][CH2:3]1. The reactants are CC(CCCO[C@@H]1[C@]2(C)[C@@H](CC1)[C@@H]1C(C=C3CCCC[C@]3(C)[C@H]1CC2)=O)C (17β-[(4-methylpentyl)oxy]androst-5-en-7-one), O1CCCC1 (tetrahydrofuran). Run in O (water), O (water). The product is O[C@@H]1CC2=CC([C@H]3[C@@H]4CC[C@@H]([C@@]4(C)CC[C@@H]3[C@]2(CC1)C)OCCCC(C)C)=O (3β-hydroxy-17β-[(4-methylpentyl)oxy]androst-5en-7-one). RXN SMILES: [CH3:1][CH:2]([CH3:27])[CH2:3][CH2:4][CH2:5][O:6][C@H:7]1[CH2:12][CH2:11][C@H:10]2[C@H:13]3[C@H:23]([CH2:24][CH2:25][C@:8]12[CH3:9])[C@:21]1([CH3:22])[C:16]([CH2:17][CH2:18][CH2:19][CH2:20]1)=[CH:15][C:14]3=[O:26].[O:28]1CCCC1>O>[OH:28][C@H:18]1[CH2:19][CH2:20][C@@:21]2([CH3:22])[C:16](=[CH:15][C:14](=[O:26])[C@@H:13]3[C@@H:23]2[CH2:24][CH2:25][C@@:8]2([CH3:9])[C@H:10]3[CH2:11][CH2:12][C@@H:7]2[O:6][CH2:5][CH2:4][CH2:3][CH:2]([CH3:27])[CH3:1])[CH2:17]1. Reported procedure: A mixture of 3 parts of 3β-{(1,1-dimethylethyl)dimethylsilyl] oxy}-17β-[(4-methylpentyl)oxy]androst-5-en-7-one, 45 parts of tetrahydrofuran, 15 parts of acid, and 10 parts of water is heated at approximately 60° for 48 hours, whereupon 300 parts of water is added and the resultant mixture is extracted with 1,1'-oxybisethane. The extract is washed with aqueous 5% potassium bicarbonate, dried over magnesium sulfate, and strippd of solvent by vacuum distillation. The residue is chromatographed on s...